Dataset: the Open Reaction Database (ORD), a public repository of structured organic reaction records. Task: describe an organic reaction: reactants, conditions, products, and yield The reactants are O=C([O-])C=CC(=O)O, ON=C1CCCCCCCCCCC1, ClCCCN1CCOCC1, [H-], [Na+], [Na]. Yields the product C1CCCCCC(=NOCCCN2CCOCC2)CCCCC1. As a reaction SMILES: [C:28]([OH:29])(=[O:30])[CH:31]=[CH:32][C:33]([O-:34])=[O:35].[C:4]1(=[N:16][OH:17])[CH2:5][CH2:6][CH2:7][CH2:8][CH2:9][CH2:10][CH2:11][CH2:12][CH2:13][CH2:14][CH2:15]1.[Cl:18][CH2:19][CH2:20][CH2:21][N:22]1[CH2:23][CH2:24][O:25][CH2:26][CH2:27]1.[H-:2].[Na+:3].[Na:1]>>[C:4]1(=[N:16][O:17][CH2:19][CH2:20][CH2:21][N:22]2[CH2:23][CH2:24][O:25][CH2:26][CH2:27]2)[CH2:5][CH2:6][CH2:7][CH2:8][CH2:9][CH2:10][CH2:11][CH2:12][CH2:13][CH2:14][CH2:15]1. Starting materials: C1CCNC1, CC1(C)CN(CC(=O)O)C(C(=O)Nc2cc(Cl)cc3c2[nH]c2cnccc23)CO1. Yields the product CC1(C)CN(CC(=O)N2CCCC2)C(C(=O)Nc2cc(Cl)cc3c2[nH]c2cnccc23)CO1. As a reaction SMILES: [CH2:30]1[CH2:31][CH2:32][NH:33][CH2:34]1.[Cl:1][c:2]1[cH:3][c:4]2[c:5]3[cH:6][cH:7][n:8][cH:9][c:10]3[nH:11][c:12]2[c:13]([NH:15][C:16](=[O:17])[CH:18]2[N:19]([CH2:26][C:27](=[O:28])[OH:29])[CH2:20][C:21]([CH3:24])([CH3:25])[O:22][CH2:23]2)[cH:14]1>>[Cl:1][c:2]1[cH:3][c:4]2[c:5]3[cH:6][cH:7][n:8][cH:9][c:10]3[nH:11][c:12]2[c:13]([NH:15][C:16](=[O:17])[CH:18]2[N:19]([CH2:26][C:27](=[O:29])[N:33]3[CH2:32][CH2:31][CH2:30][CH2:34]3)[CH2:20][C:21]([CH3:24])([CH3:25])[O:22][CH2:23]2)[cH:14]1. Reactants: C#CCBr, C[N+](C)(C)Cc1ccccc1, [Cl-], [Na+], [OH-], OCCn1cnc2cnc3ccccc3c21. The product is C#CCOCCn1cnc2cnc3ccccc3c21. Reaction SMILES: [CH2:19]([C:20]#[CH:21])[Br:22].[CH2:24]([N+:25]([CH3:26])([CH3:27])[CH3:28])[c:29]1[cH:30][cH:31][cH:32][cH:33][cH:34]1.[Cl-:23].[Na+:18].[OH-:17].[n:1]1([CH2:14][CH2:15][OH:16])[cH:2][n:3][c:4]2[cH:5][n:6][c:7]3[cH:8][cH:9][cH:10][cH:11][c:12]3[c:13]12>>[n:1]1([CH2:14][CH2:15][O:16][CH2:21][C:20]#[CH:19])[cH:2][n:3][c:4]2[cH:5][n:6][c:7]3[cH:8][cH:9][cH:10][cH:11][c:12]3[c:13]12. Starting materials: C([O-])([O-])=O.[K+].[K+] (potassium carbonate), ClCC#N (chloroacetonitrile), C(C1=CC=CC=C1)N1C2CNC(C1)C2 (2-benzyl-2,5-diazabicyclo[2.2.1]heptane). Solvent: C1(=CC=CC=C1)C (toluene). Product: C(C1=CC=CC=C1)N1C2CN(C(C1)C2)CC#N (2-Benzyl-5-cyanomethyl-2,5-diazabicyclo[2.2.1]heptane). Reaction SMILES: C(=O)([O-])[O-].[K+].[K+].Cl[CH2:8][C:9]#[N:10].[CH2:11]([N:18]1[CH2:23][CH:22]2[CH2:24][CH:19]1[CH2:20][NH:21]2)[C:12]1[CH:17]=[CH:16][CH:15]=[CH:14][CH:13]=1>C1(C)C=CC=CC=1>[CH2:11]([N:18]1[CH2:23][CH:22]2[CH2:24][CH:19]1[CH2:20][N:21]2[CH2:8][C:9]#[N:10])[C:12]1[CH:13]=[CH:14][CH:15]=[CH:16][CH:17]=1 |f:0.1.2|. Reported procedure: Finely ground potassium carbonate, as well as 1.3 mL of freshly distilled chloroacetonitrile were added to a solution of 3 g of 2-benzyl-2,5-diazabicyclo[2.2.1]heptane in 40 mL of anhydrous toluene and refluxed for 10 hours with vigorous stirring. The solution was cooled, filtered and evaporated. Bulb tube distillation (boiling point: 110°-120° C. at 0.01 mbar) resulted in 3.57 g of 140 as a colorless oil (97% of the theoretical yield).